Dataset: the Open Reaction Database (ORD), a public repository of structured organic reaction records. Task: describe an organic reaction: reactants, conditions, products, and yield RXN SMILES: [Br:1][c:2]1[c:3]([CH3:8])[n:4][o:5][c:6]1[NH2:7].[CH2:25]1[O:26][CH2:27][CH2:28][CH2:29]1.[CH3:11][n:12]1[c:13]([S:21](=[O:22])(=[O:23])[Cl:24])[cH:14][c:15]2[cH:16][cH:17][cH:18][cH:19][c:20]12.[H-:10].[Na+:9]>>[Br:1][c:2]1[c:3]([CH3:8])[n:4][o:5][c:6]1[NH:7][S:21]([c:13]1[n:12]([CH3:11])[c:20]2[c:15]([cH:14]1)[cH:16][cH:17][cH:18][cH:19]2)(=[O:22])=[O:23]. Reactants: Cc1noc(N)c1Br, C1CCOC1, Cn1c(S(=O)(=O)Cl)cc2ccccc21, [H-], [Na+]. Yields the product Cc1noc(NS(=O)(=O)c2cc3ccccc3n2C)c1Br. The reactants are C1(=CC=CC=C1)CCO (betaphenylethyl alcohol), C1(CCCCC1)O (cyclohexanol), S(O)(O)(=O)=O (sulfuric acid). Conditions: temperature 115 celsius, time 3 hour. Yields the product C1(CCCCC1)OCCC1=CC=CC=C1 (CYCLOHEXYL PHENETHYLETHER). As a reaction SMILES: [C:1]1([CH2:7][CH2:8][OH:9])[CH:6]=[CH:5][CH:4]=[CH:3][CH:2]=1.[CH:10]1(O)[CH2:15][CH2:14][CH2:13][CH2:12][CH2:11]1.S(=O)(=O)(O)O>>[CH:10]1([O:9][CH2:8][CH2:7][C:1]2[CH:6]=[CH:5][CH:4]=[CH:3][CH:2]=2)[CH2:15][CH2:14][CH2:13][CH2:12][CH2:11]1. Procedure details: Into a 2 liter reaction vessel equipped with stirrer, thermometer, heating mantle and overhead condenser with azeotrope takeoff apparatus is placed 488 grams of betaphenylethyl alcohol; 440 grams of cyclohexanol and 100 grams of concentrated sulfuric acid. The reaction mass is then heated to a temperature of 115° C. and maintained at a temperature in the range of 104°-127° C. at reflux while azeotropically removing 80 ml water, for a period of 3 hours. At the end of the 3 hour period, a sample i... Reaction SMILES: Br[C:2]1[CH:11]=[CH:10][CH:9]=[C:8]2[C:3]=1[CH2:4][CH2:5][CH2:6][N:7]2[C:12](=[O:25])[CH2:13][CH2:14][CH2:15][O:16][C:17]1[CH:22]=[CH:21][CH:20]=[C:19]([CH3:23])[C:18]=1[CH3:24].[C:26]([Zn]C#N)#[N:27]>CN(C=O)C.C1(P(C2C=CC=CC=2)[C-]2C=CC=C2)C=CC=CC=1.[C-]1(P(C2C=CC=CC=2)C2C=CC=CC=2)C=CC=C1.[Fe+2].C1C=CC(/C=C/C(/C=C/C2C=CC=CC=2)=O)=CC=1.C1C=CC(/C=C/C(/C=C/C2C=CC=CC=2)=O)=CC=1.C1C=CC(/C=C/C(/C=C/C2C=CC=CC=2)=O)=CC=1.[Pd].[Pd]>[CH3:24][C:18]1[C:19]([CH3:23])=[CH:20][CH:21]=[CH:22][C:17]=1[O:16][CH2:15][CH2:14][CH2:13][C:12]([N:7]1[C:8]2[CH:9]=[CH:10][CH:11]=[C:2]([C:26]#[N:27])[C:3]=2[CH2:4][CH2:5][CH2:6]1)=[O:25] |f:3.4.5,6.7.8.9.10|. The reagents and catalysts are C1(=CC=CC=C1)P([C-]1C=CC=C1)C1=CC=CC=C1.[C-]1(C=CC=C1)P(C1=CC=CC=C1)C1=CC=CC=C1.[Fe+2] (1,1′-bis(diphenylphosphino)ferrocene), C=1C=CC(=CC1)/C=C/C(=O)/C=C/C2=CC=CC=C2.C=1C=CC(=CC1)/C=C/C(=O)/C=C/C2=CC=CC=C2.C=1C=CC(=CC1)/C=C/C(=O)/C=C/C2=CC=CC=C2.[Pd].[Pd] (Pd2(dba)3). Reactants: BrC1=C2CCCN(C2=CC=C1)C(CCCOC1=C(C(=CC=C1)C)C)=O (1-(5-bromo-3,4-dihydroquinolin-1(2H)-yl)-4-(2,3-dimethylphenoxy)butan-1-one), C(#N)[Zn]C#N (dicyanozinc). Procedure: To a degassed solution of 1-(5-bromo-3,4-dihydroquinolin-1(2H)-yl)-4-(2,3-dimethylphenoxy)butan-1-one (0.330 g, 0.820 mmol) and dicyanozinc (0.116 g, 0.984 mmol) in DMF (1.50 mL) was added 1,1′-bis(diphenylphosphino)ferrocene (0.023 g, 0.041 mmol) and Pd2(dba)3 (0.038 g, 0.041 mmol). The vial was purged with argon, sealed, and heated at 120° C. for 16 h. The mixture was partitioned between EtOAc and water. The organic layer was washed with water and brine, dried over anhydrous MgSO4, filtered, a... Reaction conditions: temperature 120 celsius. The yield is 86.1%. Run in CN(C)C=O (DMF). Yields the product CC1=C(OCCCC(=O)N2CCCC=3C(=CC=CC23)C#N)C=CC=C1C (1-(4-(2,3-Dimethylphenoxy)butanoyl)-1,2,3,4-tetrahydroquinoline-5-carbonitrile). Reactants: C(C)(=O)OC(C1=CC=CC=C1)C1=CC=CC=C1 (benzhydryl acetate), N1(CCCCC1)S(=O)(=O)C=1NC2=CC=CC=C2C1 (2-(piperidinosulfonyl)indole). The product is C1(=CC=CC=C1)C(C1=C(NC2=CC=CC=C12)S(=O)(=O)N1CCCCC1)C1=CC=CC=C1 (3-(Diphenylmethyl)-2-(piperidinosulfonyl)indole). The yield is 81.7%. As a reaction SMILES: C(O[CH:5]([C:12]1[CH:17]=[CH:16][CH:15]=[CH:14][CH:13]=1)[C:6]1[CH:11]=[CH:10][CH:9]=[CH:8][CH:7]=1)(=O)C.[N:18]1([S:24]([C:27]2[NH:28][C:29]3[C:34]([CH:35]=2)=[CH:33][CH:32]=[CH:31][CH:30]=3)(=[O:26])=[O:25])[CH2:23][CH2:22][CH2:21][CH2:20][CH2:19]1>>[C:12]1([CH:5]([C:6]2[CH:7]=[CH:8][CH:9]=[CH:10][CH:11]=2)[C:35]2[C:34]3[C:29](=[CH:30][CH:31]=[CH:32][CH:33]=3)[NH:28][C:27]=2[S:24]([N:18]2[CH2:23][CH2:22][CH2:21][CH2:20][CH2:19]2)(=[O:25])=[O:26])[CH:13]=[CH:14][CH:15]=[CH:16][CH:17]=1. Procedure details: Substantially the same procedure as in Example 263 was repeated using benzhydryl acetate (0.78 g, 3.41 mmol) and 2-(piperidinosulfonyl)indole (0.95 g, 3.59 mmol) to give 1.2 g (yield: 75%) of the title compound. Starting materials: CC1(C=2C=CC(=CC2C(CC1)(C)C)CC(=O)O)C (5,6,7,8-tetrahydro-5,5,8,8-tetramethyl-2-naphthylacetic acid), S(O)(O)(=O)=O (sulfuric acid), CO (methanol). Yields the product CC1(C=2C=CC(=CC2C(CC1)(C)C)CC(=O)OC)C (methyl 5,6,7,8-tetrahydro-5,5,8,8-tetramethyl-2-naphthylacetate). RXN SMILES: [CH3:1][C:2]1([CH3:18])[CH2:11][CH2:10][C:9]([CH3:13])([CH3:12])[C:8]2[CH:7]=[C:6]([CH2:14][C:15]([OH:17])=[O:16])[CH:5]=[CH:4][C:3]1=2.S(=O)(=O)(O)O.[CH3:24]O>>[CH3:1][C:2]1([CH3:18])[CH2:11][CH2:10][C:9]([CH3:12])([CH3:13])[C:8]2[CH:7]=[C:6]([CH2:14][C:15]([O:17][CH3:24])=[O:16])[CH:5]=[CH:4][C:3]1=2. Procedure details: 15 g (0.06 mol) of 5,6,7,8-tetrahydro-5,5,8,8-tetramethyl-2-naphthylacetic acid, 150 ml of methanol and 1.6 ml of concentrated sulfuric acid were introduced into a round-bottomed flask. The mixture was heated at reflux for 4 hours, the reaction medium evaporated, taken up in water, and extracted with ethyl acetate. The organic phase was decanted off and dried over magnesium sulfate. 15.9 g (99%) of the expected ester of melting point 83°-85° C. were recovered. Reactants: ClC=1C(C(=C(C(C1Cl)=O)C#N)C#N)=O (2,3-dichloro-5,6-dicyano-1,4-benzoquinone), C(=O)(O)[O-].[Na+] (NaHCO3), C(C)(C)(C)OC(C(=CC=1C=NC=C(C1)C)COC)=O (tert-butyl -2-(methoxymethyl)-3-(5-methyl-3-pyridyl)acrylate), NC1=CC=NN1CC (5-amino-1-ethylpyrazole). Solvent: C(C)(C)(C)O (tert-BuOH), C1CCOC1 (THF). Conditions: temperature 90 celsius, time 1 hour. Product: C(C)N1N=CC=2C1=NC(=C(C2C=2C=NC=C(C2)C)C(=O)OC(C)(C)C)COC (tert-butyl 1-ethyl-6-(methoxymethyl)-4-(5-methyl-3-pyridyl)-1H-pyrazolo[3,4-b]pyridine-5-carboxylate). Reaction SMILES: [C:1]([O:5][C:6](=[O:19])[C:7]([CH2:16]OC)=[CH:8][C:9]1[CH:10]=[N:11][CH:12]=[C:13]([CH3:15])[CH:14]=1)([CH3:4])([CH3:3])[CH3:2].[NH2:20][C:21]1[N:25]([CH2:26][CH3:27])[N:24]=[CH:23][CH:22]=1.ClC1[C:30](=[O:41])C(C#N)=C(C#N)C(=O)C=1Cl.[C:42]([O-])(O)=O.[Na+]>C(O)(C)(C)C.C1COCC1>[CH2:26]([N:25]1[C:21]2=[N:20][C:16]([CH2:42][O:41][CH3:30])=[C:7]([C:6]([O:5][C:1]([CH3:2])([CH3:3])[CH3:4])=[O:19])[C:8]([C:9]3[CH:10]=[N:11][CH:12]=[C:13]([CH3:15])[CH:14]=3)=[C:22]2[CH:23]=[N:24]1)[CH3:27] |f:3.4|. Procedure details: A mixture of tert-butyl -2-(methoxymethyl)-3-(5-methyl-3-pyridyl)acrylate (1.26 g) and 5-amino-1-ethylpyrazole (481 mg) in tert-BuOH (14 ml) was heated at 90° C. for 3 hours. After cooling the mixture was dissolved in THF (14 ml). To this was added 2,3-dichloro-5,6-dicyano-1,4-benzoquinone (982 mg) and the mixture was stirred at room temperature for 1 hour. The reaction mixture was poured into saturated aqueous NaHCO3 and extracted with EtOAc. The organic layer was washed with brine, dried over ...